From a dataset of the Open Reaction Database (ORD), a public repository of structured organic reaction records. describe an organic reaction: reactants, conditions, products, and yield The reactants are NCCCC(CN(C[C@H]([C@H](CC1=CC=CC=C1)NC(O[C@H]1CO[C@H]2OCC[C@H]21)=O)O)S(=O)(=O)C2=CC(=CC=C2)NC)(C)C ((3R,3aS,6aR)hexahydrofuro[2,3-b]furan-3-yl N-[(1S,2R)-3-((5-amino-2,2-dimethylpentyl)[3-(methylamino)phenyl]sulfonylamino)-1-benzyl-2-hydroxypropyl]carbamate), C(C)(C)N(C(C)C)CC (N,N-diisopropylethylamine), CN(C(=O)Cl)C (N,N-dimethylcarbamyl chloride). Run in C1CCOC1 (THF). Yields the product C(C1=CC=CC=C1)[C@@H]([C@@H](CN(S(=O)(=O)C1=CC(=CC=C1)NC)CC(CCCNC(=O)N(C)C)(C)C)O)NC(O[C@H]1CO[C@H]2OCC[C@H]21)=O ((3R,3aS,6aR)hexahydrofuro[2,3-b]furan-3-yl N-[(1S,2R)-1-benzyl-3-((5-[(dimethylamino)carbonyl]amino-2,2-dimethylpentyl)[3-(methylamino)phenyl]sulfonylamino)-2-hydroxypropyl]carbamate). Yield: 78.7%. As a reaction SMILES: [NH2:1][CH2:2][CH2:3][CH2:4][C:5]([CH3:43])([CH3:42])[CH2:6][N:7]([S:31]([C:34]1[CH:39]=[CH:38][CH:37]=[C:36]([NH:40][CH3:41])[CH:35]=1)(=[O:33])=[O:32])[CH2:8][C@@H:9]([OH:30])[C@@H:10]([NH:18][C:19](=[O:29])[O:20][C@@H:21]1[C@H:28]2[C@H:24]([O:25][CH2:26][CH2:27]2)[O:23][CH2:22]1)[CH2:11][C:12]1[CH:17]=[CH:16][CH:15]=[CH:14][CH:13]=1.C(N(CC)C(C)C)(C)C.[CH3:53][N:54]([CH3:58])[C:55](Cl)=[O:56]>C1COCC1>[CH2:11]([C@H:10]([NH:18][C:19](=[O:29])[O:20][C@@H:21]1[C@H:28]2[C@H:24]([O:25][CH2:26][CH2:27]2)[O:23][CH2:22]1)[C@H:9]([OH:30])[CH2:8][N:7]([CH2:6][C:5]([CH3:43])([CH3:42])[CH2:4][CH2:3][CH2:2][NH:1][C:55]([N:54]([CH3:58])[CH3:53])=[O:56])[S:31]([C:34]1[CH:39]=[CH:38][CH:37]=[C:36]([NH:40][CH3:41])[CH:35]=1)(=[O:33])=[O:32])[C:12]1[CH:17]=[CH:16][CH:15]=[CH:14][CH:13]=1. Procedure details: A solution of 50 mg (0.081 mmol) of (3R,3aS,6aR)hexahydrofuro[2,3-b]furan-3-yl N-[(1S,2R)-3-((5-amino-2,2-dimethylpentyl)[3-(methylamino)phenyl]sulfonylamino)-1-benzyl-2-hydroxypropyl]carbamate and 17 μL (0.097 mmol) of N,N-diisopropylethylamine in 5 mL of anhydrous THF at 0° C. was treated with 8.2 μL (0.089 mmol) of N,N-dimethylcarbamyl chloride. The solution was allowed to warm to RT with stirring. After 18 hours the solution was concentrated in vacuo and the residue was subjected to flash ch... Reactants: COc1cccc2[nH]c(C)cc12, ClCc1cccc(-c2ccccc2)c1, CN(C)C=O, O. Product: COc1cccc2c1cc(C)n2Cc1cccc(-c2ccccc2)c1. Reaction SMILES: [CH3:1][O:2][c:3]1[c:4]2[cH:5][c:6]([CH3:12])[nH:7][c:8]2[cH:9][cH:10][cH:11]1.[Cl:13][CH2:14][c:15]1[cH:16][c:17](-[c:21]2[cH:22][cH:23][cH:24][cH:25][cH:26]2)[cH:18][cH:19][cH:20]1.[O:27]=[CH:28][N:29]([CH3:30])[CH3:31].[OH2:32]>>[CH3:1][O:2][c:3]1[c:4]2[cH:5][c:6]([CH3:12])[n:7]([CH2:14][c:15]3[cH:16][c:17](-[c:21]4[cH:22][cH:23][cH:24][cH:25][cH:26]4)[cH:18][cH:19][cH:20]3)[c:8]2[cH:9][cH:10][cH:11]1. Reactants: Cl.Cl.ClC=1C=C(C(=O)O)C=CC1N1CCN(CC1)C1=NC=C(C=N1)C1=CC(=CC=C1)CN(C)C(CN)=O (3-chloro-4-{4-[5-(3-{[glycyl(methyl)amino]methyl}phenyl)pyrimidin-2-yl]piperazin-1-yl}benzoic acid dihydrochloride), C1CCOC1 (THF), [OH-].[Na+] (sodium hydroxide). The solvent is O (H2O). Run at time 30 minute. Yields the product ClC=1C=C(C(=O)O)C=CC1N1CCN(CC1)C1=NC=C(C=N1)C1=CC(=CC=C1)CN(C)C(CN)=O (3-chloro-4-{4-[5-(3-{[glycyl(methyl)amino]methyl}phenyl)pyrimidin-2-yl]piperazin-1-yl}benzoic acid). The yield is 80.3%. RXN SMILES: Cl.Cl.[Cl:3][C:4]1[CH:5]=[C:6]([CH:10]=[CH:11][C:12]=1[N:13]1[CH2:18][CH2:17][N:16]([C:19]2[N:24]=[CH:23][C:22]([C:25]3[CH:30]=[CH:29][CH:28]=[C:27]([CH2:31][N:32]([C:34](=[O:37])[CH2:35][NH2:36])[CH3:33])[CH:26]=3)=[CH:21][N:20]=2)[CH2:15][CH2:14]1)[C:7]([OH:9])=[O:8].C1COCC1.[OH-].[Na+]>O>[Cl:3][C:4]1[CH:5]=[C:6]([CH:10]=[CH:11][C:12]=1[N:13]1[CH2:18][CH2:17][N:16]([C:19]2[N:20]=[CH:21][C:22]([C:25]3[CH:30]=[CH:29][CH:28]=[C:27]([CH2:31][N:32]([C:34](=[O:37])[CH2:35][NH2:36])[CH3:33])[CH:26]=3)=[CH:23][N:24]=2)[CH2:15][CH2:14]1)[C:7]([OH:9])=[O:8] |f:0.1.2,4.5|. Procedure: To 3-chloro-4-{4-[5-(3-{[glycyl(methyl)amino]methyl}phenyl)pyrimidin-2-yl]piperazin-1-yl}benzoic acid dihydrochloride (3.0 g) were added THF (30 ml) and H2O (15 ml). To this mixture was added 1 N sodium hydroxide (10.6 ml), followed by stirring for 30 minutes. The precipitated solid was filtered and washed with water. The obtained product was dried at 50° C. under reduced pressure to obtain 3-chloro-4-{4-[5-(3-{[glycyl(methyl)amino]methyl}phenyl)pyrimidin-2-yl]piperazin-1-yl}benzoic acid (2.1 g)... Starting materials: BrC1=NN2C(N=C(C(=C2N2CCC(CC2)(C)C)[C@@H](C(=O)OC)O)C)=C1 ((S)-methyl 2-(2-bromo-7-(4,4-dimethylpiperidin-1-yl)-5-methylpyrazolo[1,5-a]pyrimidin-6-yl)-2-hydroxyacetate), Cl(=O)(=O)(=O)O (perchloric acid), C(=O)(O)[O-].[Na+] (NaHCO3). Run in C(Cl)Cl (DCM), C(C)(=O)OC(C)(C)C (t-butyl acetate). Conditions: time 3 hour. The product is BrC1=NN2C(N=C(C(=C2N2CCC(CC2)(C)C)[C@@H](C(=O)OC)OC(C)(C)C)C)=C1 ((S)-methyl 2-(2-bromo-7-(4,4-dimethylpiperidin-1-yl)-5-methylpyrazolo[1,5-a]pyrimidin-6-yl)-2-(tert-butoxy)acetate). Yield: 86.8%. RXN SMILES: [Br:1][C:2]1[CH:25]=[C:5]2[N:6]=[C:7]([CH3:24])[C:8]([C@H:18]([OH:23])[C:19]([O:21][CH3:22])=[O:20])=[C:9]([N:10]3[CH2:15][CH2:14][C:13]([CH3:17])([CH3:16])[CH2:12][CH2:11]3)[N:4]2[N:3]=1.Cl(O)(=O)(=O)=O.C([O-])(O)=O.[Na+]>C(Cl)Cl.C(OC(C)(C)C)(=O)C>[Br:1][C:2]1[CH:25]=[C:5]2[N:6]=[C:7]([CH3:24])[C:8]([C@H:18]([O:23][C:8]([CH3:18])([CH3:9])[CH3:7])[C:19]([O:21][CH3:22])=[O:20])=[C:9]([N:10]3[CH2:15][CH2:14][C:13]([CH3:17])([CH3:16])[CH2:12][CH2:11]3)[N:4]2[N:3]=1 |f:2.3|. Procedure: To a solution of (S)-methyl 2-(2-bromo-7-(4,4-dimethylpiperidin-1-yl)-5-methylpyrazolo[1,5-a]pyrimidin-6-yl)-2-hydroxyacetate (5.68 g, 13.81 mmol, 1 equiv) in DCM (92 mL) and t-butyl acetate (184 mL) was added 70% perchloric acid (3.3 mL, 55.2 mmol, 4 equiv). The reaction turned pale yellow. After 3 h, the reaction was added very cautiously to a saturated aqueous solution of NaHCO3 and extracted with CHCl3 (×3). Combined organic extracts dried over Na2SO4 and concentrated in vacuo. The crude pro... The reactants are CCOC(C)=O, CC1(C)CNc2cc([N+](=O)[O-])ccc21, [H][H]. The product is CC1(C)CNc2cc(N)ccc21. Reaction SMILES: [CH3:17][CH2:18][O:19][C:20](=[O:21])[CH3:22].[CH3:1][C:2]1([CH3:14])[CH2:3][NH:4][c:5]2[cH:6][c:7]([N+:11]([O-:12])=[O:13])[cH:8][cH:9][c:10]21.[H:15][H:16]>>[CH3:1][C:2]1([CH3:14])[CH2:3][NH:4][c:5]2[cH:6][c:7]([NH2:11])[cH:8][cH:9][c:10]21. Reported procedure: To a solution of 1.6 parts of 7-chloro-2-hydrazino-5-(4-methoxyphenyl)-3H-1,4-benzodiazepine in 50 parts by volume of ethanol is added 3 parts of ethyl orthoformate. To the mixture is added 0.5 part by volume of concentrated sulfuric acid with stirring. After 5 minutes, the reaction mixture is neutralized with a saturated aqueous sodium bicarbonate solution, followed by removal of the solvent. To the residue is added water, whereupon 8-chloro-6-(4-methoxyphenyl)-4H-s-triazolo[4,3-a][1,4]benzodia... The reactants are ClC=1C=CC2=C(C(=NCC(=N2)NN)C2=CC=C(C=C2)OC)C1 (7-chloro-2-hydrazino-5-(4-methoxyphenyl)-3H-1,4-benzodiazepine), C(OCC)([O-])[O-] (ethyl orthoformate), C([O-])(O)=O.[Na+] (sodium bicarbonate), S(O)(O)(=O)=O (sulfuric acid). Conditions: time 5 minute. Run in C(C)O (ethanol). As a reaction SMILES: [Cl:1][C:2]1[CH:3]=[CH:4][C:5]2[N:11]=[C:10]([NH:12][NH2:13])[CH2:9][N:8]=[C:7]([C:14]3[CH:19]=[CH:18][C:17]([O:20][CH3:21])=[CH:16][CH:15]=3)[C:6]=2[CH:22]=1.[CH:23]([O-])([O-])OCC.S(=O)(=O)(O)O.C(=O)(O)[O-].[Na+]>C(O)C>[Cl:1][C:2]1[CH:3]=[CH:4][C:5]2[N:11]3[CH:23]=[N:13][N:12]=[C:10]3[CH2:9][N:8]=[C:7]([C:14]3[CH:19]=[CH:18][C:17]([O:20][CH3:21])=[CH:16][CH:15]=3)[C:6]=2[CH:22]=1 |f:3.4|. The product is ClC=1C=CC2=C(C(=NCC=3N2C=NN3)C3=CC=C(C=C3)OC)C1 (8-chloro-6-(4-methoxyphenyl)-4H-s-triazolo[4,3-a][1,4]benzodiazepine). Starting materials: O (water), ClC=1N=C(C=2N(C1)N=CC2C)O (6-chloro-3-methylpyrazolo[1,5-a]pyrazin-4-ol), CS(=O)(=O)O[C@@H](C)[C@H]1CN(C(C1)=O)[C@H](C)C1=CC=C(C=C1)OC ((S)-1-((R)-1-((R)-1-(4-methoxyphenyl)ethyl)-5-oxopyrrolidin-3-yl)ethyl methanesulfonate), C([O-])([O-])=O.[Cs+].[Cs+] (cesium carbonate). Run in CN(C)C=O (DMF). Conditions: temperature 90 celsius, time 5 hour. Yields the product ClC=1N=C(C=2N(C1)N=CC2C)O[C@H](C)[C@@H]2CC(N(C2)[C@H](C)C2=CC=C(C=C2)OC)=O ((R)-4-((R)-1-((6-chloro-3-methylpyrazolo[1,5-a]pyrazin-4-yl)oxy)ethyl)-1-((R)-1-(4-methoxyphenyl)ethyl)pyrrolidin-2-one). The yield is 32.9%. RXN SMILES: [Cl:1][C:2]1[N:3]=[C:4]([OH:12])[C:5]2[N:6]([N:8]=[CH:9][C:10]=2[CH3:11])[CH:7]=1.CS(O[C@H:18]([C@@H:20]1[CH2:24][C:23](=[O:25])[N:22]([C@@H:26]([C:28]2[CH:33]=[CH:32][C:31]([O:34][CH3:35])=[CH:30][CH:29]=2)[CH3:27])[CH2:21]1)[CH3:19])(=O)=O.C(=O)([O-])[O-].[Cs+].[Cs+].O>CN(C=O)C>[Cl:1][C:2]1[N:3]=[C:4]([O:12][C@@H:18]([C@H:20]2[CH2:21][N:22]([C@@H:26]([C:28]3[CH:29]=[CH:30][C:31]([O:34][CH3:35])=[CH:32][CH:33]=3)[CH3:27])[C:23](=[O:25])[CH2:24]2)[CH3:19])[C:5]2[N:6]([N:8]=[CH:9][C:10]=2[CH3:11])[CH:7]=1 |f:2.3.4|. Procedure: A mixture of 6-chloro-3-methylpyrazolo[1,5-a]pyrazin-4-ol 5.52 (48 mg, 0.262 mmol), (S)-1-((R)-1-((R)-1-(4-methoxyphenyl)ethyl)-5-oxopyrrolidin-3-yl)ethyl methanesulfonate 1.30 (135 mg, 0.394 mmol), and cesium carbonate (136 mg, 0.417 mmol) in DMF (2 mL) was heated at 90° C. After 5 hours, reaction mixture was cooled to rt, poured into water, and extracted with ethyl acetate. Combined organics were washed with 50% brine, dried, filtered, and concentrated under reduced pressure. The resulting res... Reaction SMILES: C(OC(=O)[NH:7][C:8]1[CH:13]=[CH:12][CH:11]=[CH:10][C:9]=1[NH:14][C:15]([C:17]1[S:21][C:20]2[CH:22]=[CH:23][C:24]([O:26][CH2:27][CH2:28][N:29]3[CH2:34][CH2:33][O:32][CH2:31][CH2:30]3)=[CH:25][C:19]=2[CH:18]=1)=[O:16])(C)(C)C.NC1C=CC=CC=1NC(C1SC2C=CC(OCCN(C)C)=CC=2C=1)=O>>[NH2:7][C:8]1[CH:13]=[CH:12][CH:11]=[CH:10][C:9]=1[NH:14][C:15]([C:17]1[S:21][C:20]2[CH:22]=[CH:23][C:24]([O:26][CH2:27][CH2:28][N:29]3[CH2:30][CH2:31][O:32][CH2:33][CH2:34]3)=[CH:25][C:19]=2[CH:18]=1)=[O:16]. Yields the product NC1=C(C=CC=C1)NC(=O)C1=CC2=C(S1)C=CC(=C2)OCCN2CCOCC2 (5-(2-Morpholin-4-yl-ethoxy)-benzo[b]thiophene-2-carboxylic acid (2-amino-phenyl)-amide). Reactants: C(C)(C)(C)OC(NC1=C(C=CC=C1)NC(=O)C1=CC2=C(S1)C=CC(=C2)OCCN2CCOCC2)=O ((2-{[5-(2-Morpholin-4-yl-ethoxy)-benzo[b]thiophene-2-carbonyl]-amino}-phenyl)-carbamic acid tert-butyl ester), NC1=C(C=CC=C1)NC(=O)C1=CC2=C(S1)C=CC(=C2)OCCN(C)C (5-(2-Dimethylamino-ethoxy)-benzo[b]thiophene-2-carboxylic acid (2-amino-phenyl)-amide). Reported procedure: was prepared from (2-{[5-(2-Morpholin-4-yl-ethoxy)-benzo[b]thiophene-2-carbonyl]-amino}-phenyl)-carbamic acid tert-butyl ester (11) in an analogous manner to that described for the preparation of (1) example 1, step 5; white solid, mp. 166–169° C.